Dataset: the Open Reaction Database (ORD), a public repository of structured organic reaction records. Task: describe an organic reaction: reactants, conditions, products, and yield The reactants are CN1C(CC[C@@]2(C3=C(CC[C@@H]12)C=C(C=C3)S)C)=O ((+)-(4aR)-(10bR)-4-methyl-8-mercapto-10b-methyl-1,2,3,4,4a,-5,6,10b-octahydrobenzo[f]quinolin-3-one), C([O-])([O-])=O.[K+].[K+] (potassium carbonate), ClC1=NN2C(=NC=3C=CC=CC3C2=O)C=C1 (2-chloro-10H-pyridazino[6,1-b]-quinazolin-10-one), CN(C=O)C (dimethylformamide). Solvent: C(C)(=O)OCC (ethyl acetate). The product is CN1C(CC[C@@]2(C3=C(CC[C@@H]12)C=C(C=C3)SC3=NN1C(=NC=2C=CC=CC2C1=O)C=C3)C)=O ((+)-(4aR)-(10bR)-4-methyl-8-(10-oxo-10H-2-pyridazino[6,1-b]-quinazolinylthio)-10b-methyl-1,2,3,4,4a,5,6,10b-octahydro-benzo[f]quinolin-3-one). Yield: 59.4%. Reaction SMILES: [CH3:1][N:2]1[C@H:11]2[C@@:6]([CH3:17])([C:7]3[CH:15]=[CH:14][C:13]([SH:16])=[CH:12][C:8]=3[CH2:9][CH2:10]2)[CH2:5][CH2:4][C:3]1=[O:18].C(=O)([O-])[O-].[K+].[K+].Cl[C:26]1[CH:40]=[CH:39][C:29]2=[N:30][C:31]3[CH:32]=[CH:33][CH:34]=[CH:35][C:36]=3[C:37](=[O:38])[N:28]2[N:27]=1.CN(C)C=O>C(OCC)(=O)C>[CH3:1][N:2]1[C@H:11]2[C@@:6]([CH3:17])([C:7]3[CH:15]=[CH:14][C:13]([S:16][C:26]4[CH:40]=[CH:39][C:29]5=[N:30][C:31]6[CH:32]=[CH:33][CH:34]=[CH:35][C:36]=6[C:37](=[O:38])[N:28]5[N:27]=4)=[CH:12][C:8]=3[CH2:9][CH2:10]2)[CH2:5][CH2:4][C:3]1=[O:18] |f:1.2.3|. Procedure details: A 15 mL round bottom flask was charged with (+)-(4aR)-(10bR)-4-methyl-8-mercapto-10b-methyl-1,2,3,4,4a,-5,6,10b-octahydrobenzo[f]quinolin-3-one (100 mg, 0.38 mmol), potassium carbonate (158 mg, 1.14 mmol), 2-chloro-10H-pyridazino[6,1-b]-quinazolin-10-one (107 mg, 0.46 mmol) and 1 mL of anhydrous dimethylformamide, fitted with a reflux condenser, and the stirred mixture was heated at 60°, under nitrogen, for 18 h. The mixture was cooled, diluted with ethyl acetate (75 mL) and washed with brine (2... The reactants are C1(CCC1)NC(NC1=CC=C(C(=O)N2CCN(CC2)C(=O)OC(C)(C)C)C=C1)=O (tert-Butyl 4-(4-(3-cyclobutylureido)benzoyl)piperazine-1-carboxylate), C(O)([O-])=O.[Na+] (sodium hydrogen carbonate), FC(C(=O)O)(F)F (trifluoroacetic acid). Run in ClCCl (dichloromethane), C(C)#N (acetonitrile). Yields the product C1(CCC1)NC(=O)NC1=CC=C(C=C1)C(=O)N1CCNCC1 (1-Cyclobutyl-3-(4-(piperazine-carbonyl)phenyl)urea). As a reaction SMILES: [CH:1]1([NH:5][C:6](=[O:29])[NH:7][C:8]2[CH:28]=[CH:27][C:11]([C:12]([N:14]3[CH2:19][CH2:18][N:17](C(OC(C)(C)C)=O)[CH2:16][CH2:15]3)=[O:13])=[CH:10][CH:9]=2)[CH2:4][CH2:3][CH2:2]1.FC(F)(F)C(O)=O.C(=O)([O-])O.[Na+]>ClCCl.C(#N)C>[CH:1]1([NH:5][C:6]([NH:7][C:8]2[CH:9]=[CH:10][C:11]([C:12]([N:14]3[CH2:15][CH2:16][NH:17][CH2:18][CH2:19]3)=[O:13])=[CH:27][CH:28]=2)=[O:29])[CH2:4][CH2:3][CH2:2]1 |f:2.3|. Reported procedure: tert-Butyl 4-(4-(3-cyclobutylureido)benzoyl)piperazine-1-carboxylate (48.7 mmol, 19.6 g) was dissolved in a mixture of dichloromethane (125 ml) and acetonitrile (10 mL). After complete dissolution, trifluoroacetic acid (269 mmol, 20 mL, 30.7 g) was added over 10 minutes. The reaction was stirred until no trace of starting material remained. The reaction was neutralised with sodium hydrogen carbonate, filtered and concentrated under vacuum to generate a white solid. The desired product was isolat... The reactants are O=Cc1ccc(Br)c(Br)c1, CC(C)(C)OC(=O)N1CCNCC1, ClCCl, [K+], [OH-]. Product: CC(C)(C)OC(=O)N1CCN(Cc2ccc(Br)c(Br)c2)CC1. As a reaction SMILES: [Br:14][c:15]1[cH:16][c:17]([CH:18]=[O:19])[cH:20][cH:21][c:22]1[Br:23].[C:1]([CH3:2])([CH3:3])([CH3:4])[O:5][C:6](=[O:7])[N:8]1[CH2:9][CH2:10][NH:11][CH2:12][CH2:13]1.[Cl:26][CH2:27][Cl:28].[K+:25].[OH-:24]>>[C:1]([CH3:2])([CH3:3])([CH3:4])[O:5][C:6](=[O:7])[N:8]1[CH2:9][CH2:10][N:11]([CH2:18][c:17]2[cH:16][c:15]([Br:14])[c:22]([Br:23])[cH:21][cH:20]2)[CH2:12][CH2:13]1. Reactants: C(CCC)OCCOC1=CC=C(C=C1)C=1C=CC2=C(C=C(CCS2(=O)=O)C(=O)O)C1 (7-(4-(2-butoxyethoxy)phenyl)-1,1-dioxo-2,3-dihydro-1-benzothiepine-4-carboxylic acid), NC1=CC=C(CP2(OCCCO2)=O)C=C1 (2-(4-aminobenzyl)-1,3,2-dioxaphosphorinane-2-oxide), ON1N=NC2=C1C=CC=C2 (1-hydroxybenzotriazole), Cl.C(C)N=C=NCCCN(C)C (1-ethyl-3-(3-dimethylaminopropyl)carbodiimide hydrochloride). The solvent is CN(C)C=O (DMF), C(C)N(CC)CC (triethylamine), O (water). Run at time 8 hour. The product is C(CCC)OCCOC1=CC=C(C=C1)C=1C=CC2=C(C=C(CCS2(=O)=O)C(=O)NC2=CC=C(CP3(OCCCO3)=O)C=C2)C1 (2-(4-(7-(4-(2-butoxyethoxy)phenyl)-1,1-dioxo-2,3-dihydro-1-benzothiepine-4-carbonylamino) benzyl)-1,3,2-dioxaphosphorinane-2-oxide). The yield is 67.3%. RXN SMILES: [CH2:1]([O:5][CH2:6][CH2:7][O:8][C:9]1[CH:14]=[CH:13][C:12]([C:15]2[CH:16]=[CH:17][C:18]3[S:24](=[O:26])(=[O:25])[CH2:23][CH2:22][C:21]([C:27](O)=[O:28])=[CH:20][C:19]=3[CH:30]=2)=[CH:11][CH:10]=1)[CH2:2][CH2:3][CH3:4].[NH2:31][C:32]1[CH:45]=[CH:44][C:35]([CH2:36][P:37]2(=[O:43])[O:42][CH2:41][CH2:40][CH2:39][O:38]2)=[CH:34][CH:33]=1.ON1C2C=CC=CC=2N=N1.Cl.C(N=C=NCCCN(C)C)C>CN(C=O)C.O.C(N(CC)CC)C>[CH2:1]([O:5][CH2:6][CH2:7][O:8][C:9]1[CH:14]=[CH:13][C:12]([C:15]2[CH:16]=[CH:17][C:18]3[S:24](=[O:25])(=[O:26])[CH2:23][CH2:22][C:21]([C:27]([NH:31][C:32]4[CH:45]=[CH:44][C:35]([CH2:36][P:37]5(=[O:43])[O:38][CH2:39][CH2:40][CH2:41][O:42]5)=[CH:34][CH:33]=4)=[O:28])=[CH:20][C:19]=3[CH:30]=2)=[CH:11][CH:10]=1)[CH2:2][CH2:3][CH3:4] |f:3.4|. Procedure details: In DMF (8 ml) were dissolved 7-(4-(2-butoxyethoxy)phenyl)-1,1-dioxo-2,3-dihydro-1-benzothiepine-4-carboxylic acid (0.4 g), 2-(4-aminobenzyl)-1,3,2-dioxaphosphorinane-2-oxide (0.22 g) and 1-hydroxybenzotriazole (0.13 g), and to the solution were added 1-ethyl-3-(3-dimethylaminopropyl)carbodiimide hydrochloride (0.36 g) and triethylamine (0.4 ml). Under nitrogen atmosphere, the mixture was stirred at room temperature overnight, poured into water and extracted with ethyl acetate, and the organic la... The reactants are compound 3, C([O-])([O-])=O.[K+].[K+] (potassium carbonate), BrC1=C(C=C(C=C1)O)F (4-bromo-3-fluorophenol), BrCCCCCCCCCCCCCCC (1-bromopentadecane). Solvent: CC(CC)=O (butanone). The product is BrC1=C(C=C(C=C1)OCCCCCCCCCCCCCCC)F (1-Bromo-2-fluoro-4-pentadecyloxybenzene). Reaction SMILES: [Br:1][C:2]1[CH:7]=[CH:6][C:5]([OH:8])=[CH:4][C:3]=1[F:9].Br[CH2:11][CH2:12][CH2:13][CH2:14][CH2:15][CH2:16][CH2:17][CH2:18][CH2:19][CH2:20][CH2:21][CH2:22][CH2:23][CH2:24][CH3:25].C(=O)([O-])[O-].[K+].[K+]>CC(=O)CC>[Br:1][C:2]1[CH:7]=[CH:6][C:5]([O:8][CH2:25][CH2:24][CH2:23][CH2:22][CH2:21][CH2:20][CH2:19][CH2:18][CH2:17][CH2:16][CH2:15][CH2:14][CH2:13][CH2:12][CH3:11])=[CH:4][C:3]=1[F:9] |f:2.3.4|. Procedure: This was prepared using a similar method to that described for compound 3. Quantities: compound 1 (2.31 g, 12.1 mmol), 1-bromopentadecane (3.97 g, 13.6 mmol), potassium carbonate (2.97 g, 21.5 mmol) and butanone (80 ml). The reactants are ClC=1C(=NC=C(C1)Cl)C(CNC(OC(C)(C)C)=O)=O (tert-butyl N-[2-(3,5-dichloropyridin-2-yl)-2-oxoethyl]carbamate), Cl.NO (hydroxylamine hydrochloride), N1=CC=CC=C1 (pyridine). Run in C(C)O (ethanol). Reaction conditions: time 24 hour. Product: ClC=1C(=NC=C(C1)Cl)C(CNC(OC(C)(C)C)=O)=NO (tert-butyl N-[2-(3,5-dichloropyridin-2-yl)-2-(hydroxyimino)ethyl]carbamate). Yield: 90.8%. Reaction SMILES: [Cl:1][C:2]1[C:3]([C:9](=O)[CH2:10][NH:11][C:12](=[O:18])[O:13][C:14]([CH3:17])([CH3:16])[CH3:15])=[N:4][CH:5]=[C:6]([Cl:8])[CH:7]=1.Cl.[NH2:21][OH:22].N1C=CC=CC=1>C(O)C>[Cl:1][C:2]1[C:3]([C:9](=[N:21][OH:22])[CH2:10][NH:11][C:12](=[O:18])[O:13][C:14]([CH3:17])([CH3:16])[CH3:15])=[N:4][CH:5]=[C:6]([Cl:8])[CH:7]=1 |f:1.2|. Procedure: To a solution of 10.6 g of tert-butyl N-[2-(3,5-dichloropyridin-2-yl)-2-oxoethyl]carbamate and 4.8 g of hydroxylamine hydrochloride in 87 ml of ethanol, 6.1 g of pyridine was added, and the mixture was stirred at room temperature for 24 hours. After completion of the reaction, the solvent was evaporated under reduced pressure, the resulting residue was mixed with 50 ml of water and extracted with ethyl acetate (100 ml×2), the resulting organic layers were combined, dried over saturated aqueous s...